From a dataset of the Open Reaction Database (ORD), a public repository of structured organic reaction records. describe an organic reaction: reactants, conditions, products, and yield The reactants are CN(C)P(=O)(N(C)C)N(C)C, O, COC(=O)C(C)Oc1ccc(CO)cc1, O=S(Cl)Cl. Product: COC(=O)C(C)Oc1ccc(CCl)cc1. As a reaction SMILES: [CH3:21][N:22]([CH3:23])[P:24](=[O:25])([N:26]([CH3:27])[CH3:28])[N:29]([CH3:30])[CH3:31].[OH2:20].[OH:1][CH2:2][c:3]1[cH:4][cH:5][c:6]([O:7][CH:8]([C:9](=[O:10])[O:11][CH3:12])[CH3:13])[cH:14][cH:15]1.[S:16]([Cl:17])([Cl:18])=[O:19]>>[CH2:2]([c:3]1[cH:4][cH:5][c:6]([O:7][CH:8]([C:9](=[O:10])[O:11][CH3:12])[CH3:13])[cH:14][cH:15]1)[Cl:18]. The reactants are C1(CC1)N(C(=O)C1=NC(=NC(=C1OCC1=CC=CC=C1)O)CC1(CCCC1)C1=CC=CC=C1)CCO (5-benzyloxy-6-hydroxy-2-(1-phenyl-cyclopentylmethyl)-pyrimidine-4-carboxylic acid cyclopropyl-(2-hydroxyethyl)-amide), [Si](C)(C)(C(C)(C)C)OCCN(C(=O)C1=NC(=NC(=C1OCC1=CC=CC=C1)O)CC1(CCCC1)C1=CC=CC=C1)C1CCCC1 (5-benzyloxy-6-hydroxy-2-(1-phenyl-cyclopentylmethyl)-pyrimidine-4-carboxylic acid [2-(tert-butyl-dimethylsilanyloxy)-ethyl]-cyclopentyl-amide). The product is C1(CCCC1)N(C(=O)C1=NC(=NC(=C1OCC1=CC=CC=C1)O)CC1(CCCC1)C1=CC=CC=C1)CCO (5-Benzyloxy-6-hydroxy-2-(1-phenyl-cyclopentylmethyl)-pyrimidine-4-carboxylic acid cyclopentyl-(2-hydroxyethyl)-amide). The yield is 89.5%. As a reaction SMILES: C1(N(CCO)C(C2C(OCC3C=CC=CC=3)=C(O)N=C(CC3(C4C=CC=CC=4)CCCC3)N=2)=O)CC1.[Si]([O:44][CH2:45][CH2:46][N:47]([CH:77]1[CH2:81][CH2:80][CH2:79][CH2:78]1)[C:48]([C:50]1[C:55]([O:56][CH2:57][C:58]2[CH:63]=[CH:62][CH:61]=[CH:60][CH:59]=2)=[C:54]([OH:64])[N:53]=[C:52]([CH2:65][C:66]2([C:71]3[CH:76]=[CH:75][CH:74]=[CH:73][CH:72]=3)[CH2:70][CH2:69][CH2:68][CH2:67]2)[N:51]=1)=[O:49])(C(C)(C)C)(C)C>>[CH:77]1([N:47]([CH2:46][CH2:45][OH:44])[C:48]([C:50]2[C:55]([O:56][CH2:57][C:58]3[CH:59]=[CH:60][CH:61]=[CH:62][CH:63]=3)=[C:54]([OH:64])[N:53]=[C:52]([CH2:65][C:66]3([C:71]4[CH:76]=[CH:75][CH:74]=[CH:73][CH:72]=4)[CH2:70][CH2:69][CH2:68][CH2:67]3)[N:51]=2)=[O:49])[CH2:78][CH2:79][CH2:80][CH2:81]1. Procedure: This compound was prepared following the same method as described for 5-benzyloxy-6-hydroxy-2-(1-phenyl-cyclopentylmethyl)-pyrimidine-4-carboxylic acid cyclopropyl-(2-hydroxyethyl)-amide (285) from 5-benzyloxy-6-hydroxy-2-(1-phenyl-cyclopentylmethyl)-pyrimidine-4-carboxylic acid [2-(tert-butyl-dimethylsilanyloxy)-ethyl]-cyclopentyl-amide (288) (250 mg, 0.39 mmol). The product was obtained as an off-white sticky solid (180 mg, 87.83%). Starting materials: C#Cc1cncc(C#N)c1, CC(C)(C)P(C(C)(C)C)C(C)(C)C, CCNCC, C1COCCO1, CCOCC, [Cu]I, Oc1cc(I)ccc1F. Yields the product N#Cc1cncc(C#Cc2ccc(F)c(O)c2)c1. Reaction SMILES: [C:1](#[CH:2])[c:3]1[cH:4][n:5][cH:6][c:7]([C:8]#[N:9])[cH:10]1.[C:20]([P:21]([C:22]([CH3:23])([CH3:24])[CH3:25])[C:26]([CH3:27])([CH3:28])[CH3:29])([CH3:30])([CH3:31])[CH3:32].[CH2:33]([NH:34][CH2:35][CH3:36])[CH3:37].[CH2:38]1[O:39][CH2:40][CH2:41][O:42][CH2:43]1.[CH3:44][CH2:45][O:46][CH2:47][CH3:48].[Cu:49][I:50].[F:11][c:12]1[c:13]([OH:19])[cH:14][c:15]([I:18])[cH:16][cH:17]1>>[C:1](#[C:2][c:15]1[cH:14][c:13]([OH:19])[c:12]([F:11])[cH:17][cH:16]1)[c:3]1[cH:4][n:5][cH:6][c:7]([C:8]#[N:9])[cH:10]1. Starting materials: C(C)OC(C1=CC=C(C=C1)OC1CCC(CC1)N1C(C2=CC=CC=C2C1=O)=O)=O (4-[4-(1,3-dioxo-1,3-dihydro-isoindol-2-yl)-cyclohexyloxy]-benzoic acid ethyl ester), O.NN (hydrazine hydrate). The solvent is C(Cl)(Cl)Cl (CHCl3), C(C)O (ethanol). Run at temperature 7.5 celsius, time 2 day. Yields the product C(C)OC(C1=CC=C(C=C1)OC1CCC(CC1)N)=O (4-(4-amino-cyclohexyloxy)-benzoic acid ethyl ester). Yield: 98.5%. RXN SMILES: [CH2:1]([O:3][C:4](=[O:29])[C:5]1[CH:10]=[CH:9][C:8]([O:11][CH:12]2[CH2:17][CH2:16][CH:15]([N:18]3C(=O)C4C(=CC=CC=4)C3=O)[CH2:14][CH2:13]2)=[CH:7][CH:6]=1)[CH3:2].O.NN>C(Cl)(Cl)Cl.C(O)C>[CH2:1]([O:3][C:4](=[O:29])[C:5]1[CH:6]=[CH:7][C:8]([O:11][CH:12]2[CH2:17][CH2:16][CH:15]([NH2:18])[CH2:14][CH2:13]2)=[CH:9][CH:10]=1)[CH3:2] |f:1.2|. Procedure details: To a solution of 4-[4-(1,3-dioxo-1,3-dihydro-isoindol-2-yl)-cyclohexyloxy]-benzoic acid ethyl ester (6.3 g, 16.0 mmol) in CHCl3 (50 mL) and ethanol (60 mL) was added hydrazine hydrate (16.0 g, 320.2 mmol). Stirring was continued at ambient temperature for 2 days. The reaction mixture was then cooled to 5-10° C. and the white precipitate was filtered off. The filtrate was washed with water, dried and the solvent evaporated under vacuum to afford 4.15 g (98%) of 4-(4-amino-cyclohexyloxy)-benzoic a...